describe an organic reaction: reactants, conditions, products, and yield From a dataset of the Open Reaction Database (ORD), a public repository of structured organic reaction records. Starting materials: FC(OC=1C=C(C=CC1O)C=1OC=C(N1)CNC(C1=C(C=CC=C1)OCC)=O)F (N-[2-(3-difluoromethoxy-4-hydroxyphenyl)oxazol-4-ylmethyl]-2-ethoxybenzamide), BrCCC (1-bromopropane). Yields the product FC(OC=1C=C(C=CC1OCCC)C=1OC=C(N1)CNC(C1=C(C=CC=C1)OCC)=O)F (N-[2-(3-difluoromethoxy-4-propoxy phenyl)oxazol-4-ylmethyl]-2-ethoxybenzamide). As a reaction SMILES: [F:1][CH:2]([F:29])[O:3][C:4]1[CH:5]=[C:6]([C:11]2[O:12][CH:13]=[C:14]([CH2:16][NH:17][C:18](=[O:28])[C:19]3[CH:24]=[CH:23][CH:22]=[CH:21][C:20]=3[O:25][CH2:26][CH3:27])[N:15]=2)[CH:7]=[CH:8][C:9]=1[OH:10].Br[CH2:31][CH2:32][CH3:33]>>[F:29][CH:2]([F:1])[O:3][C:4]1[CH:5]=[C:6]([C:11]2[O:12][CH:13]=[C:14]([CH2:16][NH:17][C:18](=[O:28])[C:19]3[CH:24]=[CH:23][CH:22]=[CH:21][C:20]=3[O:25][CH2:26][CH3:27])[N:15]=2)[CH:7]=[CH:8][C:9]=1[O:10][CH2:31][CH2:32][CH3:33]. Procedure details: Using the compound obtained in Example 373 and 1-bromopropane, white powdery N-[2-(3-difluoromethoxy-4-propoxy phenyl)oxazol-4-ylmethyl]-2-ethoxybenzamide was obtained following the procedure of Example 98.